From a dataset of the Open Reaction Database (ORD), a public repository of structured organic reaction records. describe an organic reaction: reactants, conditions, products, and yield The reactants are OC(C)C1=CC=C(C=C1)C1=CC=C(C=C1)[C@@H]1CC[C@H](CC1)CCCCC (4-(1-hydroxyethyl)-4′-(trans-4-pentylcyclohexyl)biphenyl), S(=O)(=O)(O)[O-].[K+] (potassium hydrogensulfate), C1(=CC=CC=C1)C (toluene). As a reaction SMILES: OC([C:4]1[CH:9]=[CH:8][C:7]([C:10]2[CH:15]=[CH:14][C:13]([C@H:16]3CC[C@H](CCCCC)C[CH2:17]3)=[CH:12][CH:11]=2)=[CH:6][CH:5]=1)C.S([O-])(O)(=O)=O.[K+].[C:33]1([CH3:39])[CH:38]=[CH:37][CH:36]=[CH:35][CH:34]=1>CCOCC>[CH2:39]([C@H:33]1[CH2:38][CH2:37][C@H:36]([CH:17]=[CH:16][C:13]2[CH:12]=[CH:11][C:10]([C:7]3[CH:8]=[CH:9][CH:4]=[CH:5][CH:6]=3)=[CH:15][CH:14]=2)[CH2:35][CH2:34]1)[CH2:9][CH2:4][CH2:5][CH3:6] |f:1.2|. Reported procedure: First, 9.39 g of 4-(1-hydroxyethyl)-4′-(trans-4-pentylcyclohexyl)biphenyl, 0.52 g of potassium hydrogensulfate, and 50 ml of toluene were put in a 300 ml flask provided with a water content quantitative tube, and subjected to azeotropic dehydration under reflux for four hours. After the reaction, ether was added to the reaction solution, which was then washed with a saturated brine, and dried with sodium sulfate. The solvent was then distilled off. The residue was recrystallized from hexane to o... The yield is 21.1%. The solvent is CCOCC (ether). The product is C(CCCC)[C@@H]1CC[C@H](CC1)C=CC1=CC=C(C=C1)C1=CC=CC=C1 (4-(trans-4-pentylcyclohexyl)vinylbiphenyl). Starting materials: CC1=C(C=NC=C1)N1C(NCC1)=O (1-(4-methyl-pyridin-3-yl)-imidazolidin-2-one), BrC=1C=CC(=C(C=O)C1)F (5-bromo-2-fluoro-benzaldehyde), N[C@H]1[C@@H](CCCC1)N (trans-1,2-diamino cyclohexane), P(=O)([O-])([O-])[O-].[K+].[K+].[K+] (potassium phosphate). Reagents/catalysts: [Cu](I)I (copper iodide). The solvent is O1CCOCC1 (1,4-dioxane). Product: FC1=C(C=O)C=C(C=C1)N1C(N(CC1)C=1C=NC=CC1C)=O (2-Fluoro-5-[3-(4-methyl-pyridin-3-yl)-2-oxo-imidazolidin-1-yl]-benzaldehyde). Isolated yield 70.1%. Reaction SMILES: [CH3:1][C:2]1[CH:7]=[CH:6][N:5]=[CH:4][C:3]=1[N:8]1[CH2:12][CH2:11][NH:10][C:9]1=[O:13].Br[C:15]1[CH:16]=[CH:17][C:18]([F:23])=[C:19]([CH:22]=1)[CH:20]=[O:21].N[C@@H]1CCCC[C@H]1N.P([O-])([O-])([O-])=O.[K+].[K+].[K+]>[Cu](I)I.O1CCOCC1>[F:23][C:18]1[CH:17]=[CH:16][C:15]([N:10]2[CH2:11][CH2:12][N:8]([C:3]3[CH:4]=[N:5][CH:6]=[CH:7][C:2]=3[CH3:1])[C:9]2=[O:13])=[CH:22][C:19]=1[CH:20]=[O:21] |f:3.4.5.6|. Procedure: Using the same reaction conditions as in Example 14, 1-(4-methyl-pyridin-3-yl)-imidazolidin-2-one (I-14b: 200 mg, 1.12 mmol) was reacted with 5-bromo-2-fluoro-benzaldehyde (272 mg, 1.34 mmol), 1,4-dioxane (20 mL), copper iodide (18 mg, 0.098 mmol), trans-1,2-diamino cyclohexane (0.05 mL, 0.294 mmol) and potassium phosphate (520 mg, 2.54 mmol) to afford the crude product which was purified by column chromatography on silica gel (2-3% MeOH in CHCl3). The residue was washed with DCM and hexane in d... Starting materials: C1CCOC1, CCOc1c(OCC)c(=O)c1=O, CCC(C)(C)N. Yields the product CCOc1c(NC(C)(C)CC)c(=O)c1=O. Reaction SMILES: [CH2:19]1[O:20][CH2:21][CH2:22][CH2:23]1.[CH2:1]([O:2][c:4]1[c:5](=[O:12])[c:6](=[O:11])[c:7]1[O:8][CH2:9][CH3:10])[CH3:3].[CH3:13][C:14]([CH2:15][CH3:16])([CH3:17])[NH2:18]>>[c:4]1([NH:18][C:14]([CH3:13])([CH2:15][CH3:16])[CH3:17])[c:5](=[O:12])[c:6](=[O:11])[c:7]1[O:8][CH2:9][CH3:10]. Starting materials: N(=NC(=O)OCC)C(=O)OCC (Diethyl azodicarboxylate), [Si](C)(C)(C(C)(C)C)OCC(CCP(OCC)(OCC)=O)O (diethyl [4-(t-butyldimethylsilyloxy)-3-hydroxybutyl]phosphonate), ON1C(C=2C(C1=O)=CC=CC2)=O (N-hydroxyphthalimide), C1(=CC=CC=C1)P(C1=CC=CC=C1)C1=CC=CC=C1 (triphenylphosphine). Solvent: O1CCCC1 (tetrahydrofuran). Run at time 8 hour. Product: [Si](C)(C)(C(C)(C)C)OCC(CCP(OCC)(OCC)=O)ON1C(C=2C(C1=O)=CC=CC2)=O (Diethyl [4-(t-butyldimethylsilyloxy)-3-(phthalimidooxy)butyl]phosphonate). Isolated yield 70.7%. Reaction SMILES: N(C(OCC)=O)=NC(OCC)=O.[Si:13]([O:20][CH2:21][CH:22]([OH:33])[CH2:23][CH2:24][P:25](=[O:32])([O:29][CH2:30][CH3:31])[O:26][CH2:27][CH3:28])([C:16]([CH3:19])([CH3:18])[CH3:17])([CH3:15])[CH3:14].O[N:35]1[C:39](=[O:40])[C:38]2=[CH:41][CH:42]=[CH:43][CH:44]=[C:37]2[C:36]1=[O:45].C1(P(C2C=CC=CC=2)C2C=CC=CC=2)C=CC=CC=1>O1CCCC1>[Si:13]([O:20][CH2:21][CH:22]([O:33][N:35]1[C:36](=[O:45])[C:37]2=[CH:44][CH:43]=[CH:42][CH:41]=[C:38]2[C:39]1=[O:40])[CH2:23][CH2:24][P:25](=[O:32])([O:26][CH2:27][CH3:28])[O:29][CH2:30][CH3:31])([C:16]([CH3:19])([CH3:18])[CH3:17])([CH3:15])[CH3:14]. Reported procedure: Diethyl azodicarboxylate (4.02 ml, 0.0.26 mol) was added to a solution of diethyl [4-(t-butyldimethylsilyloxy)-3-hydroxybutyl]phosphonate (7.9 g, 0.023 mol), N-hydroxyphthalimide (3.79 g, 0.023 mol) and triphenylphosphine (6.70 g, 0.026 mol) in dry tetrahydrofuran (100 ml). The mixture was stirred overnight at ambient temperature under a nitrogen atmosphere. The solvent was removed in vacuo and the residue dissolved in diethyl ether and kept at 4° C. for 24 hours. The mixture was filtered and th...